Task: describe an organic reaction: reactants, conditions, products, and yield. Dataset: the Open Reaction Database (ORD), a public repository of structured organic reaction records The reactants are ClC1=NC(=NC2=CC=CC=C12)C (4-chloro-2-methyl-quinazoline), C(C)(C)OC1=CC=C(C=C1)N (4-isopropoxy-phenylamine). Product: C(C)(C)OC1=CC=C(C=C1)NC1=NC(=NC2=CC=CC=C12)C ((4-Isopropoxy-phenyl)-(2-methyl-quinazolin-4-yl)-amine). As a reaction SMILES: Cl[C:2]1[C:11]2[C:6](=[CH:7][CH:8]=[CH:9][CH:10]=2)[N:5]=[C:4]([CH3:12])[N:3]=1.[CH:13]([O:16][C:17]1[CH:22]=[CH:21][C:20]([NH2:23])=[CH:19][CH:18]=1)([CH3:15])[CH3:14]>>[CH:13]([O:16][C:17]1[CH:22]=[CH:21][C:20]([NH:23][C:2]2[C:11]3[C:6](=[CH:7][CH:8]=[CH:9][CH:10]=3)[N:5]=[C:4]([CH3:12])[N:3]=2)=[CH:19][CH:18]=1)([CH3:15])[CH3:14]. Procedure: The title compound was prepared from 4-chloro-2-methyl-quinazoline (100 mg, 0.56 mmol), 4-isopropoxy-phenylamine (84.66 mg, 0.56 mmol) by a procedure similar to example 78. 1H NMR (CDCl3): 7.84-7.72 (m, 3H), 7.70-7.66 (m, 2H)), 7.50-7.45 (m, 1H), 7.30 (brs, 1H), 6.96-6.93 (m, 2H), 4.59-4.51 (m, 1H), 2.68 (s, 3H), 1.36 (d, J=6.3 Hz, 6H). Starting materials: C1COCCN1, O=C(Cl)C(=O)Cl, ClCCl, O=C(O)Cc1cccc([N+](=O)[O-])c1, CN(C)C=O. Yields the product O=C(Cc1cccc([N+](=O)[O-])c1)N1CCOCC1. Reaction SMILES: [CH2:25]1[CH2:26][O:27][CH2:28][CH2:29][NH:30]1.[Cl:19][C:20]([C:21]([Cl:22])=[O:23])=[O:24].[Cl:31][CH2:32][Cl:33].[N+:1](=[O:2])([O-:3])[c:4]1[cH:5][c:6]([CH2:10][C:11](=[O:12])[OH:13])[cH:7][cH:8][cH:9]1.[O:14]=[CH:15][N:16]([CH3:17])[CH3:18]>>[N+:1](=[O:2])([O-:3])[c:4]1[cH:5][c:6]([CH2:10][C:11](=[O:13])[N:30]2[CH2:25][CH2:26][O:27][CH2:28][CH2:29]2)[cH:7][cH:8][cH:9]1.